Dataset: the Open Reaction Database (ORD), a public repository of structured organic reaction records. Task: describe an organic reaction: reactants, conditions, products, and yield Starting materials: C([O-])([O-])=O.[Na+].[Na+] (Sodium carbonate), IC (iodomethane), CNN (Methylhydrazine), CC(=CC(=O)N=C=S)C (3-methylbut-2-enoyl isothiocyanate), CNC1CC1 (N-methylcyclopropanamine), crude material. The solvent is O1CCCC1 (Tetrahydrofuran), O1CCCC1 (Tetrahydrofuran). Conditions: time 30 minute. Product: C1(CC1)N(C1=NN(C(=N1)C=C(C)C)C)C (Cyclopropyl-methyl-[1-methyl-5-(2-methyl-propenyl)-1H-[1,2,4]triazol-3-yl]-amine). As a reaction SMILES: [CH3:1][C:2]([CH3:9])=[CH:3][C:4]([N:6]=C=S)=O.[CH3:10][NH:11][CH:12]1[CH2:14][CH2:13]1.C(=O)([O-])[O-].[Na+].[Na+].I[CH3:22].[CH3:23][NH:24][NH2:25]>O1CCCC1>[CH:12]1([N:11]([CH3:10])[C:23]2[N:6]=[C:4]([CH:3]=[C:2]([CH3:9])[CH3:1])[N:25]([CH3:22])[N:24]=2)[CH2:14][CH2:13]1 |f:2.3.4|. Procedure details: To a solution of 3-methylbut-2-enoyl isothiocyanate (500 mg, 3.54 mmol, Eq: 1.00) in Tetrahydrofuran (3.5 ml) was added a solution of N-methylcyclopropanamine (264 mg, 3.72 mmol, Eq: 1.05) in Tetrahydrofuran (3.5 ml). The mixture was stirred for 30 minutes. Sodium carbonate (394 mg, 3.72 mmol, Eq: 1.05) and iodomethane (1.01 g, 443 μl, 7.08 mmol, Eq: 2) was added and stirred overnight at 70° C. The solvent was evaporated. Methylhydrazine (1.63 g, 1.86 ml, 35.4 mmol, Eq: 10) was added and the mix... Starting materials: C, CCc1ccc(Cc2nccnc2OCc2ccccc2)cc1, CCO, [Pd]. The product is CCc1ccc(Cc2ncc[nH]c2=O)cc1. As a reaction SMILES: [C:24].[CH2:1]([c:2]1[cH:3][cH:4][cH:5][cH:6][cH:7]1)[O:8][c:9]1[n:10][cH:11][cH:12][n:13][c:14]1[CH2:15][c:16]1[cH:17][cH:18][c:19]([CH2:22][CH3:23])[cH:20][cH:21]1.[CH3:26][CH2:27][OH:28].[Pd:25]>>[O:8]=[c:9]1[nH:10][cH:11][cH:12][n:13][c:14]1[CH2:15][c:16]1[cH:17][cH:18][c:19]([CH2:22][CH3:23])[cH:20][cH:21]1.